From a dataset of the Open Reaction Database (ORD), a public repository of structured organic reaction records. describe an organic reaction: reactants, conditions, products, and yield Starting materials: FC(C(=O)O)(F)F (trifluoroacetic acid), [OH-].[K+] (potassium hydroxide), C1CC2=CC=C(C3=CC=CC1=C23)C2(CCN(CC2)C(=O)OC(C)(C)C)O (tert-butyl 4-(1,2-dihydro-5-acenaphthylenyl)-4-hydroxy-1-piperidinecarboxylate), C(C)[SiH](CC)CC (triethylsilane), FC(C(=O)O)(F)F (trifluoroacetic acid). The solvent is CO (methanol), ClCCl (dichloromethane). Reaction conditions: temperature -30 celsius, time 2.5 hour. The product is C1CC2=CC=C(C3=CC=CC1=C23)C2CCNCC2 (4-(1,2-dihydro-5-acenaphthylenyl)piperidine). RXN SMILES: [CH2:1]1[C:11]2=[C:12]3[C:7](=[CH:8][CH:9]=[CH:10]2)[C:6]([C:13]2(O)[CH2:18][CH2:17][N:16](C(OC(C)(C)C)=O)[CH2:15][CH2:14]2)=[CH:5][CH:4]=[C:3]3[CH2:2]1.C([SiH](CC)CC)C.FC(F)(F)C(O)=O.[OH-].[K+]>ClCCl.CO>[CH2:1]1[C:11]2=[C:12]3[C:7](=[CH:8][CH:9]=[CH:10]2)[C:6]([CH:13]2[CH2:18][CH2:17][NH:16][CH2:15][CH2:14]2)=[CH:5][CH:4]=[C:3]3[CH2:2]1 |f:3.4|. Reported procedure: To a solution of tert-butyl 4-(1,2-dihydro-5-acenaphthylenyl)-4-hydroxy-1-piperidinecarboxylate (0.44 g, 1.24 mmol) in dichloromethane (4 mL) was added triethylsilane (1.10 mL, 6.22 mmol) under nitrogen. The mixture was cooled to −30° C. then trifluoroacetic acid (0.48 mL, 6.22 mmol) added dropwise, maintaining the temperature below −25° C. After 2.5 h, the reaction mixture was allowed to warm to 0° C. and additional trifluoroacetic acid (0.48 mL, 6.22 mmol) added over 5 min. The reaction mixtur... Reactants: O (water), CC=1NC=2C=CC=C(C2C1)C(=O)O (2-methylindole-4-carboxylic acid), C([O-])([O-])=O.[K+].[K+] (potassium carbonate), C(C1=CC=CC=C1)Br (benzyl bromide). Run in C(C)(=O)OCC (ethyl acetate), CN(C=O)C (N,N-dimethylformamide). Reaction conditions: temperature 80 celsius, time 2 hour. The product is C(C1=CC=CC=C1)OC(=O)C=1C=2C=C(NC2C=CC1)C (2-Methylindole-4-carboxylic acid benzyl ester). Reaction SMILES: [CH3:1][C:2]1[NH:3][C:4]2[CH:5]=[CH:6][CH:7]=[C:8]([C:11]([OH:13])=[O:12])[C:9]=2[CH:10]=1.C(=O)([O-])[O-].[K+].[K+].[CH2:20](Br)[C:21]1[CH:26]=[CH:25][CH:24]=[CH:23][CH:22]=1.O>CN(C)C=O.C(OCC)(=O)C>[CH2:20]([O:12][C:11]([C:8]1[C:9]2[CH:10]=[C:2]([CH3:1])[NH:3][C:4]=2[CH:5]=[CH:6][CH:7]=1)=[O:13])[C:21]1[CH:26]=[CH:25][CH:24]=[CH:23][CH:22]=1 |f:1.2.3|. Procedure: To a solution of 2-methylindole-4-carboxylic acid (690 mg; prepared in Reference Example 10) in N,N-dimethylformamide (10 ml) was added anhydrous potassium carbonate (815 mg) and benzyl bromide (0.7 ml) at room temperature, and the mixture was stirred at 80° C. for 2 hours. To the reaction solution was added water and ethyl acetate, and then extracted. The aqueous layer was extracted with ethyl acetate. The combined organic layer was washed with water and a saturated aqueous solution of sodium c... The reactants are BrC=1C=CC2=C(C=C(CCN2CCCOC)C(=O)OC)C1 (methyl 7-bromo-1-(3-methoxypropyl)-2,3-dihydro-1H-1-benzazepine-4-carboxylate), B(OC1=CC=C(C=C1)OCCOCCC)([O-])[O-] (4-(2-propoxyethoxy)phenyl borate), C([O-])([O-])=O.[K+].[K+] (potassium carbonate). The reagents and catalysts are C=1C=CC(=CC1)[P](C=2C=CC=CC2)(C=3C=CC=CC3)[Pd]([P](C=4C=CC=CC4)(C=5C=CC=CC5)C=6C=CC=CC6)([P](C=7C=CC=CC7)(C=8C=CC=CC8)C=9C=CC=CC9)[P](C=1C=CC=CC1)(C=1C=CC=CC1)C=1C=CC=CC1 (tetrakistriphenylphosphinepalladium). Run in C=1(C(=CC=CC1)CCO)C.O (toluene-ethanol water). Conditions: time 1 hour. Yields the product COCCCN1CCC(=CC2=C1C=CC(=C2)C2=CC=C(C=C2)OCCOCCC)C(=O)OC (methyl 1-(3-methoxypropyl)-7-[4-(2-propoxyethoxy)phenyl]-2,3-dihydro-1H-1-benzazepine-4-carboxylate). The yield is 65.3%. As a reaction SMILES: Br[C:2]1[CH:3]=[CH:4][C:5]2[N:11]([CH2:12][CH2:13][CH2:14][O:15][CH3:16])[CH2:10][CH2:9][C:8]([C:17]([O:19][CH3:20])=[O:18])=[CH:7][C:6]=2[CH:21]=1.B([O-])([O-])O[C:24]1[CH:29]=[CH:28][C:27]([O:30][CH2:31][CH2:32][O:33][CH2:34][CH2:35][CH3:36])=[CH:26][CH:25]=1.C(=O)([O-])[O-].[K+].[K+]>C1(C)C(CCO)=CC=CC=1.O.C1C=CC([P]([Pd]([P](C2C=CC=CC=2)(C2C=CC=CC=2)C2C=CC=CC=2)([P](C2C=CC=CC=2)(C2C=CC=CC=2)C2C=CC=CC=2)[P](C2C=CC=CC=2)(C2C=CC=CC=2)C2C=CC=CC=2)(C2C=CC=CC=2)C2C=CC=CC=2)=CC=1>[CH3:16][O:15][CH2:14][CH2:13][CH2:12][N:11]1[C:5]2[CH:4]=[CH:3][C:2]([C:24]3[CH:29]=[CH:28][C:27]([O:30][CH2:31][CH2:32][O:33][CH2:34][CH2:35][CH3:36])=[CH:26][CH:25]=3)=[CH:21][C:6]=2[CH:7]=[C:8]([C:17]([O:19][CH3:20])=[O:18])[CH2:9][CH2:10]1 |f:2.3.4,5.6,^1:59,61,80,99|. Procedure: A mixture of methyl 7-bromo-1-(3-methoxypropyl)-2,3-dihydro-1H-1-benzazepine-4-carboxylate (450 mg), 4-(2-propoxyethoxy)phenyl borate (313 mg) and potassium carbonate (351 mg) in toluene-ethanol-water (15-1.5-1.5 ml) was stirred at room temperature for 1 hour under argon atmosphere. To the reaction system was added tetrakistriphenylphosphinepalladium (73 mg), and the mixture was heated to reflux for 20 hours. After cooled to room temperature, the mixture was extracted with ethyl acetate. The org...